This data is from the Open Reaction Database (ORD), a public repository of structured organic reaction records. The task is: describe an organic reaction: reactants, conditions, products, and yield Starting materials: C1CCOC1, Cn1ccnc1-n1ncc2c(Oc3ccccc3)ncnc21, CCOCC(O)C(=O)Nc1ccc(Cl)cn1, [H-], [Na+]. The product is CCOCC(Oc1ncnc2c1cnn2-c1nccn1C)C(=O)Nc1ccc(Cl)cn1. As a reaction SMILES: [CH2:41]1[O:42][CH2:43][CH2:44][CH2:45]1.[CH3:19][n:20]1[c:21](-[n:25]2[n:26][cH:27][c:28]3[c:29]2[n:30][cH:31][n:32][c:33]3[O:34][c:35]2[cH:36][cH:37][cH:38][cH:39][cH:40]2)[n:22][cH:23][cH:24]1.[Cl:3][c:4]1[cH:5][cH:6][c:7]([NH:10][C:11]([CH:12]([CH2:13][O:14][CH2:15][CH3:16])[OH:17])=[O:18])[n:8][cH:9]1.[H-:1].[Na+:2]>>[Cl:3][c:4]1[cH:5][cH:6][c:7]([NH:10][C:11]([CH:12]([CH2:13][O:14][CH2:15][CH3:16])[O:17][c:33]2[c:28]3[cH:27][n:26][n:25](-[c:21]4[n:20]([CH3:19])[cH:24][cH:23][n:22]4)[c:29]3[n:30][cH:31][n:32]2)=[O:18])[n:8][cH:9]1. Reactants: solution, C(C1=CC=CC=C1)=O (benzaldehyde), C1(CCCCC1)=O (cyclohexanone), [OH-].[K+] (KOH). Run in C(C)O (ethanol). Conditions: time 18 hour. Yields the product C(C1=CC=CC=C1)=C1C(C(CCC1)=CC1=CC=CC=C1)=O (2,6-dibenzalcyclohexanone). RXN SMILES: [CH:1](=O)[C:2]1[CH:7]=[CH:6][CH:5]=[CH:4][CH:3]=1.[C:9]1(=[O:15])[CH2:14][CH2:13][CH2:12][CH2:11][CH2:10]1.[OH-].[K+]>C(O)C>[CH:1](=[C:10]1[CH2:11][CH2:12][CH2:13][C:14](=[CH:1][C:2]2[CH:7]=[CH:6][CH:5]=[CH:4][CH:3]=2)[C:9]1=[O:15])[C:2]1[CH:7]=[CH:6][CH:5]=[CH:4][CH:3]=1 |f:2.3|. Procedure details: To a 0.67 M solution of the benzaldehyde (20.0 mmol) and cyclohexanone (10.0 mmol) in ethanol (15 ml) is added 10 ml 40% KOH at 10° C. After stirring for 12-24 hr at room temperature, the solution is diluted and filtered. The precipitate is recrystallized from ethanol to afford 2,6-dibenzalcyclohexanone and its derivatives. Starting materials: C(C)NC(C1=CC(=CC=C1)NC=1C=2N(C(=CN1)C=1C=NNC1)N=CN2)=O (N-Ethyl 3-[5-(1H-pyrazol-4-yl)-[1,2,4]triazolo[1,5-a]pyrazin-8-ylamino]benzamide), OC1=CC=C(CN)C=C1 (4-hydroxybenzylamine). Yields the product OC1=CC=C(CNC(C2=CC(=CC=C2)NC=2C=3N(C(=CN2)C=2C=NNC2)N=CN3)=O)C=C1 (N-(4-Hydroxybenzyl) 3-[5-(1H-pyrazol-4-yl)-[1,2,4]triazolo[1,5-a]pyrazin-8-ylamino]benzamide). As a reaction SMILES: [CH2:1]([NH:3][C:4](=[O:26])[C:5]1[CH:10]=[CH:9][CH:8]=[C:7]([NH:11][C:12]2[C:13]3[N:14]([N:23]=[CH:24][N:25]=3)[C:15]([C:18]3[CH:19]=[N:20][NH:21][CH:22]=3)=[CH:16][N:17]=2)[CH:6]=1)[CH3:2].[OH:27][C:28]1[CH:35]=[CH:34]C(CN)=[CH:30][CH:29]=1>>[OH:27][C:28]1[CH:35]=[CH:34][C:2]([CH2:1][NH:3][C:4](=[O:26])[C:5]2[CH:10]=[CH:9][CH:8]=[C:7]([NH:11][C:12]3[C:13]4[N:14]([N:23]=[CH:24][N:25]=4)[C:15]([C:18]4[CH:19]=[N:20][NH:21][CH:22]=4)=[CH:16][N:17]=3)[CH:6]=2)=[CH:30][CH:29]=1. Reported procedure: This compound may be prepared using methods as described for Compound 129, using 4-hydroxybenzylamine in step 5. LCMS: Rt=0.98 min (100%), m/z (ESI) 427 (M+H)+. Isolated yield 94.1%. The reactants are [OH-].[Na+] (sodium hydroxide), B(Br)(Br)Br (boron tribromide), COC1=C(C=CC(=C1)OC)C (2,4-dimethoxytoluene), Ice water, C(C)(=O)OCC (ethyl acetate). Product: OC1=C(C=CC(=C1)O)C (2,4-dihydroxytoluene). Reported procedure: The starting material 2,4-dihydroxytoluene was prepared by adding boron tribromide (3.1 ml, 3.2 mmol) to a solution of 2,4-dimethoxytoluene (1 g, 6.5 mmol) in pentane (10 ml) at −70° C. The reaction mixture was allowed to warm to ambient temperature and the mixture stirred for a further 2 hours. Ice water and ethyl acetate were then added and the aqueous layer basified to pH9.5 with 2M aqueous sodium hydroxide solution. After stirring for 10 minutes, the organic layer was separated and the aqueo... Reaction conditions: time 2 hour. Run in CCCCC (pentane). As a reaction SMILES: B(Br)(Br)Br.C[O:6][C:7]1[CH:12]=[C:11]([O:13]C)[CH:10]=[CH:9][C:8]=1[CH3:15].C(OCC)(=O)C.[OH-].[Na+]>CCCCC>[OH:6][C:7]1[CH:12]=[C:11]([OH:13])[CH:10]=[CH:9][C:8]=1[CH3:15] |f:3.4|. The reactants are CNC1=NC=C(C=C1N)C(F)(F)F (N2-methyl-5-trifluoromethylpyridine-2,3-diamine), C1=CN(C=N1)C(=O)N2C=CN=C2 (carbodiimidazole), C(C)#N (acetonitrile). The solvent is O (Water). Run at temperature 80 celsius, time 2 hour. Product: CN1C(NC=2C1=NC=C(C2)C(F)(F)F)=O (3-methyl-6-trifluoromethyl-1,3-dihydro-imidazo[4,5-b]pyridin-2-one). Yield: 92.2%. As a reaction SMILES: [CH3:1][NH:2][C:3]1[C:8]([NH2:9])=[CH:7][C:6]([C:10]([F:13])([F:12])[F:11])=[CH:5][N:4]=1.C1N=CN([C:19](N2C=NC=C2)=[O:20])C=1.C(#N)C>O>[CH3:1][N:2]1[C:3]2=[N:4][CH:5]=[C:6]([C:10]([F:13])([F:11])[F:12])[CH:7]=[C:8]2[NH:9][C:19]1=[O:20]. Reported procedure: A mixture of 1.91 g of N2-methyl-5-trifluoromethylpyridine-2,3-diamine, 3.24 g of carbodiimidazole and 10 ml of acetonitrile was stirred at 50° C. for 1 hour and at 80° C. for 2 hours. Water was poured into the cooled reaction mixture, and the precipitated crystal was obtained by filtration and dried to obtain 2.0 g of 3-methyl-6-trifluoromethyl-1,3-dihydro-imidazo[4,5-b]pyridin-2-one. Procedure details: The title compound was synthesized according to the procedure described for the preparation of Example 212 using 222 (90 mg, 0.25 mmol) and 5-chloro-benzo[1,3]dioxol-4-ylamine (56 mg, 0.33 mmol) to provide 225 (8 mg, 6% yield) as a white solid. LC-MS (M+H=568, obsd.=568). Isolated yield 6.5%. Reaction SMILES: Cl[C:2]1[CH:11]=[CH:10][N:9]=[C:8]2[C:3]=1[C:4]1[CH:16]=[CH:15][C:14]([O:17][CH2:18][CH2:19][N:20]3[CH2:25][CH2:24][O:23][CH2:22][CH2:21]3)=[CH:13][C:5]=1[C:6](=[O:12])[NH:7]2.[Cl:26][C:27]1[CH:35]=[CH:34][C:30]2[O:31][CH2:32][O:33][C:29]=2[C:28]=1[NH2:36]>>[Cl:26][C:27]1[CH:35]=[CH:34][C:30]2[O:31][CH2:32][O:33][C:29]=2[C:28]=1[NH:36][C:2]1[CH:11]=[CH:10][N:9]=[C:8]2[C:3]=1[C:4]1[CH:16]=[CH:15][C:14]([O:17][CH2:18][CH2:19][N:20]3[CH2:25][CH2:24][O:23][CH2:22][CH2:21]3)=[CH:13][C:5]=1[C:6](=[O:12])[NH:7]2. Starting materials: ClC1=C2C3=C(C(NC2=NC=C1)=O)C=C(C=C3)OCCN3CCOCC3 (1-Chloro-8-(2-morpholin-4-yl-ethoxy)-5H-benzo[c][1,8]naphthyridin-6-one), ClC1=C(C2=C(OCO2)C=C1)N (5-chloro-benzo[1,3]dioxol-4-ylamine). The product is ClC1=C(C2=C(OCO2)C=C1)NC1=C2C3=C(C(NC2=NC=C1)=O)C=C(C=C3)OCCN3CCOCC3 (1-(5-Chloro-benzo[1,3]dioxol-4-ylamino)-8-(2-morpholin-4-yl-ethoxy)-5H-benzo[c][1,8]naphthyridin-6-one).